Dataset: the Open Reaction Database (ORD), a public repository of structured organic reaction records. Task: describe an organic reaction: reactants, conditions, products, and yield The reactants are NC1=NC2=C(N1C1CCCCC1)C=CC(=C2)C(=O)OCC (ethyl 2-amino-1-cyclohexyl-1H-benzo[d]imidazole-5-carboxylate), [AlH4-].[Li+] (lithium tetrahydroaluminate). Solvent: O1CCCC1 (tetrahydrofuran), O1CCCC1 (tetrahydrofuran). Product: NC1=NC2=C(N1C1CCCCC1)C=CC(=C2)CO ((2-Amino-1-cyclohexyl-1H-benzimidazol-5-yl)methanol). Yield: 91.6%. As a reaction SMILES: [NH2:1][C:2]1[N:6]([CH:7]2[CH2:12][CH2:11][CH2:10][CH2:9][CH2:8]2)[C:5]2[CH:13]=[CH:14][C:15]([C:17](OCC)=[O:18])=[CH:16][C:4]=2[N:3]=1.[AlH4-].[Li+]>O1CCCC1>[NH2:1][C:2]1[N:6]([CH:7]2[CH2:8][CH2:9][CH2:10][CH2:11][CH2:12]2)[C:5]2[CH:13]=[CH:14][C:15]([CH2:17][OH:18])=[CH:16][C:4]=2[N:3]=1 |f:1.2|. Procedure: In a 20 mL vial, ethyl 2-amino-1-cyclohexyl-1H-benzo[d]imidazole-5-carboxylate (101.5 mg, 0.0003532 mol) was dissoled in tetrahydrofuran (2 mL, 0.02 mol). While stirring under nitrogen, a solution of 1.0 M of lithium tetrahydroaluminate in tetrahydrofuran (1.0 mL) was added dropwise via a syringe to the reaction mixture. An initial reddish color occured followed by the reaction mixture becoming straw colored and a precipitate formed. After 1 hour the reaction was quenched by the dropwise additio... The reactants are N1=CC(=C2N1CCCC2)C(=O)O (4,5,6,7-tetrahydropyrazolo[1,5-a]pyridine-3-carboxylic acid), N[C@H](CN1N=C(C=C1)C1=CC(=C(C#N)C=C1)Cl)C ((S)-4-(1-(2-aminopropyl)-1H-pyrazol-3-yl)-2-chlorobenzonitrile). The product is ClC=1C=C(C=CC1C#N)C1=NN(C=C1)C[C@H](C)NC(=O)C=1C=NN2C1CCCC2 ((S)—N-(1-(3-(3-chloro-4-cyanophenyl)-1H-pyrazol-1-yl)propan-2-yl)-4,5,6,7-tetrahydropyrazolo[1,5-a]pyridine-3-carboxamide). Yield: 55.5%. RXN SMILES: [N:1]1[N:5]2[CH2:6][CH2:7][CH2:8][CH2:9][C:4]2=[C:3]([C:10]([OH:12])=O)[CH:2]=1.[NH2:13][C@@H:14]([CH3:30])[CH2:15][N:16]1[CH:20]=[CH:19][C:18]([C:21]2[CH:28]=[CH:27][C:24]([C:25]#[N:26])=[C:23]([Cl:29])[CH:22]=2)=[N:17]1>>[Cl:29][C:23]1[CH:22]=[C:21]([C:18]2[CH:19]=[CH:20][N:16]([CH2:15][C@@H:14]([NH:13][C:10]([C:3]3[CH:2]=[N:1][N:5]4[CH2:6][CH2:7][CH2:8][CH2:9][C:4]=34)=[O:12])[CH3:30])[N:17]=2)[CH:28]=[CH:27][C:24]=1[C:25]#[N:26]. Procedure details: The title compound was prepared as described in Example 34(d), starting from 4,5,6,7-tetrahydropyrazolo[1,5-a]pyridine-3-carboxylic acid (0.127 g, 0.767 mmol) and (S)-4-(1-(2-aminopropyl)-1H-pyrazol-3-yl)-2-chlorobenzonitrile (0.2 g, 0.767 mmol). The product was purified by flash-chromatography. Yield 55.5%. 1H-NMR (400 MHz; DMSO-d6): δ 1.12 (d, 3H), 1.66-1.75 (m, 2H), 1.85-1.95 (m, 2H), 2.87 (t, 2H), 4.02 (t, 2H), 4.22-4.23 (m, 2H), 4.32-4.42 (m, 1H), 6.94 (d, 1H), 7.72 (d, 1H), 7.80 (d, 1H), 7... Starting materials: COC(C(C)C1=CC(=C(C=C1)C[C@H]1[C@@H](CCC1)O)Cl)=O (methyl-2-[3-chloro-4-(trans-2-hydroxycyclopentane-1-yl methyl)phenyl]propionate), [OH-].[Na+] (sodium hydroxide), Cl (hydrochloric acid). Solvent: CO (methanol). Yields the product ClC=1C=C(C=CC1C[C@H]1[C@@H](CCC1)O)C(C(=O)O)C (2-[3-chloro-4-(trans-2-hydroxycyclopentane-1-yl methyl)phenyl] propionic acid). Yield: 84.0%. RXN SMILES: C[O:2][C:3](=[O:20])[CH:4]([C:6]1[CH:11]=[CH:10][C:9]([CH2:12][C@@H:13]2[CH2:17][CH2:16][CH2:15][C@H:14]2[OH:18])=[C:8]([Cl:19])[CH:7]=1)[CH3:5].[OH-].[Na+].Cl>CO>[Cl:19][C:8]1[CH:7]=[C:6]([CH:4]([CH3:5])[C:3]([OH:20])=[O:2])[CH:11]=[CH:10][C:9]=1[CH2:12][C@@H:13]1[CH2:17][CH2:16][CH2:15][C@H:14]1[OH:18] |f:1.2|. Reported procedure: 3 g of methyl-2-[3-chloro-4-(trans-2-hydroxycyclopentane-1-yl methyl)phenyl]propionate were incorporated with 80 ml of an aqueous methanol containing 1.2 g of sodium hydroxide and then refluxed under heat for two hours. After the end of the reaction, the reaction mixture was treated to concentrate the solvent at a reduced pressure, incorporated with 50 ml of water and washed with 50 ml of ethyl acetate, after which the aqueous layer obtained was adjusted to a pH of 2 with conc. hydrochloric acid... Reactants: CO, Cc1ccccc1, CC(=O)c1ccccc1, [Na+], [OH-]. The product is CC(O)c1ccccc1. As a reaction SMILES: [CH3:10][OH:11].[CH3:14][c:15]1[cH:16][cH:17][cH:18][cH:19][cH:20]1.[CH3:1][C:2](=[O:3])[c:4]1[cH:5][cH:6][cH:7][cH:8][cH:9]1.[Na+:13].[OH-:12]>>[CH3:1][CH:2]([OH:3])[c:4]1[cH:5][cH:6][cH:7][cH:8][cH:9]1. The reactants are C#CCBr, CCN(C(C)C)C(C)C, ClC(Cl)Cl, CC(C)(C)OC(=O)N1CCNCC1. Yields the product C#CCN1CCN(C(=O)OC(C)(C)C)CC1. As a reaction SMILES: [CH2:1]([C:2]#[CH:3])[Br:4].[CH:18]([N:19]([CH:20]([CH3:21])[CH3:22])[CH2:23][CH3:24])([CH3:25])[CH3:26].[Cl:27][CH:28]([Cl:29])[Cl:30].[N:5]1([C:11](=[O:12])[O:13][C:14]([CH3:15])([CH3:16])[CH3:17])[CH2:6][CH2:7][NH:8][CH2:9][CH2:10]1>>[CH2:1]([C:2]#[CH:3])[N:8]1[CH2:7][CH2:6][N:5]([C:11](=[O:12])[O:13][C:14]([CH3:15])([CH3:16])[CH3:17])[CH2:10][CH2:9]1. Reactants: [F-].[Cs+] (Cesium fluoride), FC1=CC(=C(C=C1C(F)(F)F)O)I (4-fluoro-2-iodo-5-(trifluoromethyl)phenol), C(CCC)[Sn](C1=CN=NC=C1)(CCCC)CCCC (4-(tributylstannyl)pyridazine). Reagents/catalysts: C=1C=CC(=CC1)[P](C=2C=CC=CC2)(C=3C=CC=CC3)[Pd]([P](C=4C=CC=CC4)(C=5C=CC=CC5)C=6C=CC=CC6)([P](C=7C=CC=CC7)(C=8C=CC=CC8)C=9C=CC=CC9)[P](C=1C=CC=CC1)(C=1C=CC=CC1)C=1C=CC=CC1 (tetrakis(triphenylphosphine)palladium(0)), [Cu]I (copper(I) iodide). The solvent is C(C)(=O)OCC (ethyl acetate), O (water), CN(C=O)C (N,N-dimethylformamide). Run at temperature 45 celsius, time 1 hour. Product: FC1=CC(=C(C=C1C(F)(F)F)O)C1=CN=NC=C1 (4-Fluoro-2-pyridazin-4-yl-5-(trifluoromethyl)phenol). Yield: 89.1%. RXN SMILES: [F-].[Cs+].[F:3][C:4]1[C:9]([C:10]([F:13])([F:12])[F:11])=[CH:8][C:7]([OH:14])=[C:6](I)[CH:5]=1.C([Sn](CCCC)(CCCC)[C:21]1[CH:26]=[CH:25][N:24]=[N:23][CH:22]=1)CCC>CN(C)C=O.C(OCC)(=O)C.O.C1C=CC([P]([Pd]([P](C2C=CC=CC=2)(C2C=CC=CC=2)C2C=CC=CC=2)([P](C2C=CC=CC=2)(C2C=CC=CC=2)C2C=CC=CC=2)[P](C2C=CC=CC=2)(C2C=CC=CC=2)C2C=CC=CC=2)(C2C=CC=CC=2)C2C=CC=CC=2)=CC=1.[Cu]I>[F:3][C:4]1[C:9]([C:10]([F:13])([F:12])[F:11])=[CH:8][C:7]([OH:14])=[C:6]([C:21]2[CH:26]=[CH:25][N:24]=[N:23][CH:22]=2)[CH:5]=1 |f:0.1,^1:50,52,71,90|. Reported procedure: Cesium fluoride (790 mg, 5.2 mmol), tetrakis(triphenylphosphine)palladium(0) (300 mg, 0.26 mmol), and copper(I) iodide (100 mg, 0.52 mmol) were added to a solution of 4-fluoro-2-iodo-5-(trifluoromethyl)phenol (Preparation 10, 800 mg, 2.6 mmol) and 4-(tributylstannyl)pyridazine (1.1 g, 2.9 mmol) in N,N-dimethylformamide (6 mL). The reaction mixture was heated at 45° C. under an atmosphere of argon. After 1 hour, the reaction mixture was cooled to ambient temperature, diluted with ethyl acetate an... Reactants: Brc1ccc2c(c1)Cc1ccccc1-2, CC(=O)O, [O-][I+2]([O-])O, I, O, O=S(=O)(O)O. The product is Brc1ccc2c(c1)Cc1cc(I)ccc1-2. Reaction SMILES: [Br:1][c:2]1[cH:3][c:4]2[c:12]([cH:13][cH:14]1)-[c:11]1[c:6]([cH:7][cH:8][cH:9][cH:10]1)[CH2:5]2.[CH3:26][C:27](=[O:28])[OH:29].[I+2:21]([OH:22])([O-:23])[O-:24].[I:20].[OH2:25].[S:15](=[O:16])(=[O:17])([OH:18])[OH:19]>>[Br:1][c:2]1[cH:3][c:4]2[c:12]([cH:13][cH:14]1)-[c:11]1[c:6]([cH:7][c:8]([I:21])[cH:9][cH:10]1)[CH2:5]2. The reactants are CCC1CC(N)c2cc(C(F)(F)F)ccc2N1, CS(=O)(=O)O, CON, CC(=O)[O-], Cc1ccccc1, Cl, [Na+], C1CCOC1, O. The product is CCC1CC(=NOC)c2cc(C(F)(F)F)ccc2N1. Reaction SMILES: [CH2:6]([CH3:7])[CH:8]1[NH:9][c:10]2[cH:11][cH:12][c:13]([C:19]([F:20])([F:21])[F:22])[cH:14][c:15]2[CH:16]([NH2:18])[CH2:17]1.[CH3:1][S:2]([OH:3])(=[O:4])=[O:5].[CH3:24][O:25][NH2:26].[CH3:28][C:29](=[O:30])[O-:31].[CH3:33][c:34]1[cH:35][cH:36][cH:37][cH:38][cH:39]1.[ClH:23].[Na+:27].[O:40]1[CH2:41][CH2:42][CH2:43][CH2:44]1.[OH2:32]>>[CH2:6]([CH3:7])[CH:8]1[NH:9][c:10]2[cH:11][cH:12][c:13]([C:19]([F:20])([F:21])[F:22])[cH:14][c:15]2[C:16](=[N:18][O:25][CH3:24])[CH2:17]1. Reactants: N1(CCCCC1)CC=1C=C(OCCCN)C=CC1 (3-[3-(1-piperidinylmethyl)phenoxy]propanamine), C(#N)N=C(SC)SC (cyanocarbonimidodithioic acid, dimethyl ester), CSC(NCCCOC1=CC(=CC=C1)CN1CCCCC1)=NC#N (N'-cyano-N-[3-[3-(1-piperidinylmethyl)phenoxy]propyl]carbamimidothioic acid methyl ester). Product: C(#N)N=C(NCCCOC1=CC(=CC=C1)CN(C)C)SC (N'-Cyano-N-[3-[3-[(dimethylamino)methyl]phenoxy]propyl]carbamimidothioic acid, methyl ester). RXN SMILES: N1(CC2C=C(C=CC=2)OCCCN)CCCCC1.C(N=C(SC)SC)#N.[CH3:27][S:28][C:29](=[N:48][C:49]#[N:50])[NH:30][CH2:31][CH2:32][CH2:33][O:34][C:35]1[CH:40]=[CH:39][CH:38]=[C:37]([CH2:41][N:42]2[CH2:47]CCC[CH2:43]2)[CH:36]=1>>[C:49]([N:48]=[C:29]([S:28][CH3:27])[NH:30][CH2:31][CH2:32][CH2:33][O:34][C:35]1[CH:40]=[CH:39][CH:38]=[C:37]([CH2:41][N:42]([CH3:47])[CH3:43])[CH:36]=1)#[N:50]. Reported procedure: Similarly prepared from 3-[3-(1-piperidinylmethyl)phenoxy]propanamine] (10 g) and cyanocarbonimidodithioic acid, dimethyl ester (5.84 g) was N'-cyano-N-[3-[3-(1-piperidinylmethyl)phenoxy]propyl]carbamimidothioic acid methyl ester (11.5 g) m.p. 89°-90°.